This data is from the Open Reaction Database (ORD), a public repository of structured organic reaction records. The task is: describe an organic reaction: reactants, conditions, products, and yield The reactants are Cc1cc2cc(N)ccc2[nH]1, CCOc1ncc(-c2cc3nccc(Cl)c3s2)s1. Yields the product CCOc1ncc(-c2cc3nccc(Nc4ccc5[nH]c(C)cc5c4)c3s2)s1. Reaction SMILES: [CH3:1][c:2]1[nH:3][c:4]2[cH:5][cH:6][c:7]([NH2:11])[cH:8][c:9]2[cH:10]1.[Cl:12][c:13]1[c:14]2[c:15]([n:16][cH:17][cH:18]1)[cH:19][c:20](-[c:22]1[cH:23][n:24][c:25]([O:27][CH2:28][CH3:29])[s:26]1)[s:21]2>>[CH3:1][c:2]1[nH:3][c:4]2[cH:5][cH:6][c:7]([NH:11][c:13]3[c:14]4[c:15]([n:16][cH:17][cH:18]3)[cH:19][c:20](-[c:22]3[cH:23][n:24][c:25]([O:27][CH2:28][CH3:29])[s:26]3)[s:21]4)[cH:8][c:9]2[cH:10]1. Reaction SMILES: [OH:1][C:2]1[CH:11]=[CH:10][C:9]([O:12][CH2:13][CH:14]=[CH2:15])=[C:8]2[C:3]=1[CH2:4][CH2:5][C:6](=[O:16])[NH:7]2.Cl.[C:18](=[O:21])([O-])[O-].[K+].[K+].C(OCC)(=O)C.[CH3:30][CH2:31][CH2:32][CH2:33]CC>O1C=CCCC1>[O:21]1[CH2:18][CH2:33][CH2:32][CH2:31][CH:30]1[O:1][C:2]1[CH:11]=[CH:10][C:9]([O:12][CH2:13][CH:14]=[CH2:15])=[C:8]2[C:3]=1[CH2:4][CH2:5][C:6](=[O:16])[NH:7]2 |f:2.3.4,5.6|. Yields the product O1C(CCCC1)OC1=C2CCC(NC2=C(C=C1)OCC=C)=O (5-tetrahydropyranyloxy-8-allyloxy-3,4-dihydro-2(1H)-quinolinone). Solvent: O1CCCC=C1 (dihydropyran). Reactants: C(C)(=O)OCC.CCCCCC (ethyl acetate n-hexane), OC1=C2CCC(NC2=C(C=C1)OCC=C)=O (5-hydroxy-3,4-dihydro-8-allyloxy-2(1H)-quinolinone), C([O-])([O-])=O.[K+].[K+] (potassium carbonate), Cl (hydrochloric acid). Procedure details: 6 Grams of 5-hydroxy-3,4-dihydro-8-allyloxy-2(1H)-quinolinone was dissolved in 20 ml of dihydropyran, to this solution was added 2 ml of concentrated hydrochloric acid, then refluxed by heating for 1 hour. To this reaction mixture was added 5 g of potassium carbonate powder and stirred, then concentrated under reduced pressure. The residue thus obtained was extracted with ethyl acetate, the extract was washed with water, dried over anhydrous magnesium sulfate, again concentrated under reduced pr... Yields the product CCOC(=O)c1oc2cccc(OCC3CCCN(Cc4cccnc4)C3)c2c1C. As a reaction SMILES: [CH2:1]([CH3:2])[O:3][C:4](=[O:5])[c:6]1[o:7][c:8]2[c:9]([c:10]1[CH3:11])[c:12]([O:16][CH2:17][CH:18]1[CH2:19][NH:20][CH2:21][CH2:22][CH2:23]1)[cH:13][cH:14][cH:15]2.[CH2:36]1[O:37][CH2:38][CH2:39][CH2:40]1.[CH3:32][C:33](=[O:34])[OH:35].[CH3:41][CH2:42][O:43][C:44](=[O:45])[CH3:46].[n:24]1[cH:25][c:26]([CH:30]=[O:31])[cH:27][cH:28][cH:29]1>>[CH2:1]([CH3:2])[O:3][C:4](=[O:5])[c:6]1[o:7][c:8]2[c:9]([c:10]1[CH3:11])[c:12]([O:16][CH2:17][CH:18]1[CH2:19][N:20]([CH2:30][c:26]3[cH:25][n:24][cH:29][cH:28][cH:27]3)[CH2:21][CH2:22][CH2:23]1)[cH:13][cH:14][cH:15]2. Reactants: CCOC(=O)c1oc2cccc(OCC3CCCNC3)c2c1C, C1CCOC1, CC(=O)O, CCOC(C)=O, O=Cc1cccnc1. The reactants are C1CCOC1, COC(=O)c1ncc2cncn2c1Nc1ccc(Br)cc1F, C[Si](C)(C)[N-][Si](C)(C)C, C=COCCON, [Li+]. Yields the product C=COCCONC(=O)c1ncc2cncn2c1Nc1ccc(Br)cc1F. RXN SMILES: [CH2:40]1[O:41][CH2:42][CH2:43][CH2:44]1.[CH3:1][O:2][C:3](=[O:4])[c:5]1[n:6][cH:7][c:8]2[n:9]([c:10]1[NH:11][c:12]1[c:13]([F:19])[cH:14][c:15]([Br:18])[cH:16][cH:17]1)[cH:20][n:21][cH:22]2.[CH3:30][Si:31]([CH3:32])([CH3:33])[N-:34][Si:35]([CH3:36])([CH3:37])[CH3:38].[CH:23](=[CH2:24])[O:25][CH2:26][CH2:27][O:28][NH2:29].[Li+:39]>>[C:3](=[O:4])([c:5]1[n:6][cH:7][c:8]2[n:9]([c:10]1[NH:11][c:12]1[c:13]([F:19])[cH:14][c:15]([Br:18])[cH:16][cH:17]1)[cH:20][n:21][cH:22]2)[NH:29][O:28][CH2:27][CH2:26][O:25][CH:23]=[CH2:24]. Starting materials: O=C([O-])[O-], CI, O=C(O)C=Cc1ccc(Cl)c(Cl)c1, [Cs+], [Cs+], CN(C)C=O. Yields the product COC(=O)C=Cc1ccc(Cl)c(Cl)c1. RXN SMILES: [C:14](=[O:15])([O-:16])[O-:17].[CH3:20][I:21].[Cl:1][c:2]1[cH:3][c:4]([CH:9]=[CH:10][C:11](=[O:12])[OH:13])[cH:5][cH:6][c:7]1[Cl:8].[Cs+:18].[Cs+:19].[O:22]=[CH:23][N:24]([CH3:25])[CH3:26]>>[Cl:1][c:2]1[cH:3][c:4]([CH:9]=[CH:10][C:11](=[O:12])[O:13][CH3:14])[cH:5][cH:6][c:7]1[Cl:8]. The reactants are C(C(=O)Cl)(=O)Cl (Oxalyl chloride), FC1=CC=C(C=C1)C(CC(=O)O)(C)C (3-(4-fluorophenyl)-3-methylbutyric acid). Run at temperature 25 celsius, time 2 hour. The product is FC1=CC=C(C=C1)C(CC(=O)Cl)(C)C (3-(4-fluorophenyl)-3-methylbutyryl chloride). The yield is 101.6%. RXN SMILES: [C:1](Cl)(=O)[C:2]([Cl:4])=[O:3].[F:7][C:8]1[CH:13]=[CH:12][C:11]([C:14](C)([CH3:19])[CH2:15]C(O)=O)=[CH:10][CH:9]=1>>[F:7][C:8]1[CH:13]=[CH:12][C:11]([C:14]([CH3:19])([CH3:15])[CH2:1][C:2]([Cl:4])=[O:3])=[CH:10][CH:9]=1. Procedure details: Oxalyl chloride (46.5 g, 0.367 mol, Aldrich) was added to a solution of 3-(4-fluorophenyl)-3-methylbutyric acid (24 g, 0.122 mol) at -10° C. while protected from moisture by a nitrogen atmosphere. The stirring mixture was allowed to warm to 25° C. and was stirred for 2 h. Fractional distillation gave 26.6 g (76%) of 3-(4-fluorophenyl)-3-methylbutyryl chloride as a clear oil, b.p., 132°-138° C.; Reactants: [BH4-], CCO, CC(C)(C)OC(=O)N1CCC(C2CCN(c3ccc(C=O)cc3)CC2)CC1, [Na+]. Product: CC(C)(C)OC(=O)N1CCC(C2CCN(c3ccc(CO)cc3)CC2)CC1. Reaction SMILES: [BH4-:28].[CH3:30][CH2:31][OH:32].[CH:1](=[O:2])[c:3]1[cH:4][cH:5][c:6]([N:9]2[CH2:10][CH2:11][CH:12]([CH:15]3[CH2:16][CH2:17][N:18]([C:21](=[O:22])[O:23][C:24]([CH3:25])([CH3:26])[CH3:27])[CH2:19][CH2:20]3)[CH2:13][CH2:14]2)[cH:7][cH:8]1.[Na+:29]>>[CH2:1]([OH:2])[c:3]1[cH:4][cH:5][c:6]([N:9]2[CH2:10][CH2:11][CH:12]([CH:15]3[CH2:16][CH2:17][N:18]([C:21](=[O:22])[O:23][C:24]([CH3:25])([CH3:26])[CH3:27])[CH2:19][CH2:20]3)[CH2:13][CH2:14]2)[cH:7][cH:8]1. The reactants are CC(c1ccccc1)C(NC(=O)OC(C)(C)C)C(=O)F, CN1CCOCC1, CCOC(C)=O, CC(=O)c1csc(N)n1, C1CCOC1. Product: CC(=O)c1csc(NC(=O)C(NC(=O)OC(C)(C)C)C(C)c2ccccc2)n1. Reaction SMILES: [C:1]([CH3:2])([CH3:3])([CH3:4])[O:5][C:6]([NH:7][CH:8]([CH:9]([CH3:10])[c:11]1[cH:12][cH:13][cH:14][cH:15][cH:16]1)[C:17](=[O:18])[F:19])=[O:20].[CH3:30][N:31]1[CH2:32][CH2:33][O:34][CH2:35][CH2:36]1.[CH3:42][CH2:43][O:44][C:45](=[O:46])[CH3:47].[NH2:21][c:22]1[s:23][cH:24][c:25]([C:27]([CH3:28])=[O:29])[n:26]1.[O:37]1[CH2:38][CH2:39][CH2:40][CH2:41]1>>[C:1]([CH3:2])([CH3:3])([CH3:4])[O:5][C:6]([NH:7][CH:8]([CH:9]([CH3:10])[c:11]1[cH:12][cH:13][cH:14][cH:15][cH:16]1)[C:17](=[O:18])[NH:21][c:22]1[s:23][cH:24][c:25]([C:27]([CH3:28])=[O:29])[n:26]1)=[O:20]. The reactants are BrC1=C(C=CC(=C1)F)CC(=O)O ((2-bromo-4-fluorophenyl)acetic acid), CN[C@@H]1CCC=2N(C3=CC=CC=C3C2CC(=O)OCCC)C1 (propyl [(7R)-7-(methylamino)-6,7,8,9-tetrahydropyrido[1,2-a]indol-10-yl]acetate). Procedure details: The title compound was prepared using analogous procedures described in Example 1 (Method A) from (2-bromo-4-fluorophenyl)acetic acid and propyl [(7R)-7-(methylamino)-6,7,8,9-tetrahydropyrido[1,2-a]indol-10-yl]acetate. MS (+ESI) m/z: 473. As a reaction SMILES: [Br:1][C:2]1[CH:7]=[C:6]([F:8])[CH:5]=[CH:4][C:3]=1[CH2:9][C:10]([OH:12])=O.[CH3:13][NH:14][C@H:15]1[CH2:34][N:19]2[C:20]3[C:25]([C:26]([CH2:27][C:28]([O:30]CCC)=[O:29])=[C:18]2[CH2:17][CH2:16]1)=[CH:24][CH:23]=[CH:22][CH:21]=3>>[Br:1][C:2]1[CH:7]=[C:6]([F:8])[CH:5]=[CH:4][C:3]=1[CH2:9][C:10]([N:14]([CH3:13])[C@H:15]1[CH2:34][N:19]2[C:20]3[C:25]([C:26]([CH2:27][C:28]([OH:30])=[O:29])=[C:18]2[CH2:17][CH2:16]1)=[CH:24][CH:23]=[CH:22][CH:21]=3)=[O:12]. Product: BrC1=C(C=CC(=C1)F)CC(=O)N([C@@H]1CCC=2N(C3=CC=CC=C3C2CC(=O)O)C1)C ({(7R)-7-[[(2-bromo-4-fluorophenyl)acetyl](methyl)amino]-6,7,8,9-tetrahydropyrido[1,2-a]indol-10-yl}acetic acid).